Dataset: the Open Reaction Database (ORD), a public repository of structured organic reaction records. Task: describe an organic reaction: reactants, conditions, products, and yield Reactants: C(CC)N(C1CC2=CC(=C(C=C2C1)C(=O)[O-])C(=O)[O-])CCC (2-(dipropylamino)-2,3-dihydro-1H-indene-5,6-dicarboxylate), COC1=CC=C(CN)C=C1 (p-methoxybenzylamine), Cl (HCl). Yields the product C(CC)N(C1CC=2C(=CC=3C(N(C(C3C2)=O)CC2=CC=C(C=C2)OC)=O)C1)CCC (6-(Dipropylamino)-6,7-dihydro-2-[(4-methoxyphenyl)methyl]cyclopent[f]isoindole-1,3(2H,5H)-dione). As a reaction SMILES: [CH2:1]([N:4]([CH2:20][CH2:21][CH3:22])[CH:5]1[CH2:13][C:12]2[C:7](=[CH:8][C:9]([C:17]([O-])=[O:18])=[C:10]([C:14]([O-:16])=O)[CH:11]=2)[CH2:6]1)[CH2:2][CH3:3].[CH3:23][O:24][C:25]1[CH:32]=[CH:31][C:28]([CH2:29][NH2:30])=[CH:27][CH:26]=1.Cl>>[CH2:1]([N:4]([CH2:20][CH2:21][CH3:22])[CH:5]1[CH2:6][C:7]2=[CH:8][C:9]3[C:17](=[O:18])[N:30]([CH2:29][C:28]4[CH:31]=[CH:32][C:25]([O:24][CH3:23])=[CH:26][CH:27]=4)[C:14](=[O:16])[C:10]=3[CH:11]=[C:12]2[CH2:13]1)[CH2:2][CH3:3]. Procedure: Using procedure 49, 2-(dipropylamino)-2,3-dihydro-1H-indene-5,6-dicarboxylate (92, 0.10 g, 0.28 mmol) was treated with p-methoxybenzylamine (0.05 mL, 0.4 mmol). Purification using silica gel, eluting with 5:1 CH2Cl2 /acetone, afforded an oil that was converted to an HCl salt and recrystallized from EtOAc to give 105 as a white solid (m.p. 255-256° C.). Starting materials: [Al+3], C1CCOC1, [H-], [H-], [H-], [H-], CON(C)C(=O)c1n[nH]c2ccc(I)cc12, [Li+]. The product is O=Cc1n[nH]c2ccc(I)cc12. Reaction SMILES: [Al+3:18].[CH2:23]1[O:24][CH2:25][CH2:26][CH2:27]1.[H-:17].[H-:20].[H-:21].[H-:22].[I:1][c:2]1[cH:3][c:4]2[c:5]([C:11](=[O:12])[N:13]([O:14][CH3:15])[CH3:16])[n:6][nH:7][c:8]2[cH:9][cH:10]1.[Li+:19]>>[I:1][c:2]1[cH:3][c:4]2[c:5]([CH:11]=[O:12])[n:6][nH:7][c:8]2[cH:9][cH:10]1.